This data is from the Open Reaction Database (ORD), a public repository of structured organic reaction records. The task is: describe an organic reaction: reactants, conditions, products, and yield The reactants are C1CCOC1, [H-], CCc1ccc(CC(N)C(=O)OCc2ccccc2)cc1CC, [Na+], O=C(Cl)N1CCC(N2CCc3ccccc3NC2=O)CC1. RXN SMILES: [CH2:47]1[CH2:50][CH2:49][CH2:48][O:51]1.[H-:1].[NH2:3][CH:4]([C:5](=[O:6])[O:7][CH2:8][c:9]1[cH:10][cH:11][cH:12][cH:13][cH:14]1)[CH2:15][c:16]1[cH:17][c:18]([CH2:24][CH3:25])[c:19]([CH2:22][CH3:23])[cH:20][cH:21]1.[Na+:2].[O:26]=[C:27]1[NH:28][c:29]2[c:30]([cH:43][cH:44][cH:45][cH:46]2)[CH2:31][CH2:32][N:33]1[CH:34]1[CH2:35][CH2:36][N:37]([C:40](=[O:41])[Cl:42])[CH2:38][CH2:39]1>>[CH:4]([C:5](=[O:6])[O:7][CH2:8][c:9]1[cH:10][cH:11][cH:12][cH:13][cH:14]1)([CH2:15][c:16]1[cH:17][c:18]([CH2:24][CH3:25])[c:19]([CH2:22][CH3:23])[cH:20][cH:21]1)[O:51][C:40]([N:37]1[CH2:36][CH2:35][CH:34]([N:33]2[C:27](=[O:26])[NH:28][c:29]3[c:30]([cH:43][cH:44][cH:45][cH:46]3)[CH2:31][CH2:32]2)[CH2:39][CH2:38]1)=[O:41]. Product: CCc1ccc(CC(OC(=O)N2CCC(N3CCc4ccccc4NC3=O)CC2)C(=O)OCc2ccccc2)cc1CC. Reactants: ClC1=C(C=C(C=C1)C(C)(O)C1CCN(CC1)C(=O)OC(C)(C)C)C(=O)NCC12CC3CC(CC(C1)C3)C2 (4-[1-[4chloro-3-[[(tricyclo[3.3.1.13,7]dec-1-ylmethyl)amino]carbonyl]phenyl]-1-hydroxyethyl]-1-piperidinecarboxylic acid, 1,1-dimethylethyl ester), Cl (hydrochloric acid). Run in CO (methanol), O1CCOCC1 (dioxane). The product is Cl.ClC1=C(C(=O)NCC23CC4CC(CC(C2)C4)C3)C=C(C=C1)C(C)(C1CCNCC1)O (2-Chloro-5-[1-hydroxy-1-(4-piperidinyl)ethyl]-N-(tricyclo[3.3.1.13,7]dec-1-ylmethyl)-benzamide, hydrochloride salt). The yield is 123.4%. Reaction SMILES: [Cl:1][C:2]1[CH:7]=[CH:6][C:5]([C:8]([CH:11]2[CH2:16][CH2:15][N:14](C(OC(C)(C)C)=O)[CH2:13][CH2:12]2)([OH:10])[CH3:9])=[CH:4][C:3]=1[C:24]([NH:26][CH2:27][C:28]12[CH2:37][CH:32]3[CH2:33][CH:34]([CH2:36][CH:30]([CH2:31]3)[CH2:29]1)[CH2:35]2)=[O:25].Cl>CO.O1CCOCC1>[ClH:1].[Cl:1][C:2]1[CH:7]=[CH:6][C:5]([C:8]([OH:10])([CH:11]2[CH2:12][CH2:13][NH:14][CH2:15][CH2:16]2)[CH3:9])=[CH:4][C:3]=1[C:24]([NH:26][CH2:27][C:28]12[CH2:29][CH:30]3[CH2:31][CH:32]([CH2:33][CH:34]([CH2:36]3)[CH2:35]1)[CH2:37]2)=[O:25] |f:4.5|. Reported procedure: To a solution of 4-[1-[4chloro-3-[[(tricyclo[3.3.1.13,7]dec-1-ylmethyl)amino]carbonyl]phenyl]-1-hydroxyethyl]-1-piperidinecarboxylic acid, 1,1-dimethylethyl ester (0.07 g, Example 77a) in methanol (3 ml) was added 4N hydrochloric acid solution in dioxane (1 ml). After 14 h the solvents were removed under reduced pressure and the residue was triturated with diethyl ether to give the title compound as a white powder (0.038 g). Reactants: Cl.Cl.Cl.N1CCC(CC1)N1CC(C1)(N1C=C(C=C1)C=1C2=C(N=CN1)N(C=C2)COCC[Si](C)(C)C)CC#N ({1-piperidin-4-yl-3-[3-(7-{[2-(trimethylsilyl)ethoxy]methyl}-7H-pyrrolo[2,3-d]pyrimidin-4-yl)-1H-pyrrol-1-yl]azetidin-3-yl}acetonitrile trihydrochloride), FC(C1=NC=CC(=N1)C(=O)O)(F)F (2-trifluoromethylpyrimidin-4-carboxylic acid). The product is N1=CN=C(C2=C1NC=C2)C2=CN(C=C2)C2(CN(C2)C2CCN(CC2)C(=O)C2=NC(=NC=C2)C(F)(F)F)CC#N ([3-[3-(7H-Pyrrolo[2,3-d]pyrimidin-4-yl)-1H-pyrrol-1-yl]-1-(1-{[2-(trifluoromethyl)pyrimidin-4-yl]carbonyl}piperidin-4-yl)azetidin-3-yl]acetonitrile). Reaction SMILES: Cl.Cl.Cl.[NH:4]1[CH2:9][CH2:8][CH:7]([N:10]2[CH2:13][C:12]([CH2:36][C:37]#[N:38])([N:14]3[CH:18]=[CH:17][C:16]([C:19]4[C:20]5[CH:27]=[CH:26][N:25](COCC[Si](C)(C)C)[C:21]=5[N:22]=[CH:23][N:24]=4)=[CH:15]3)[CH2:11]2)[CH2:6][CH2:5]1.[F:39][C:40]([F:51])([F:50])[C:41]1[N:46]=[C:45]([C:47](O)=[O:48])[CH:44]=[CH:43][N:42]=1>>[N:22]1[C:21]2[NH:25][CH:26]=[CH:27][C:20]=2[C:19]([C:16]2[CH:17]=[CH:18][N:14]([C:12]3([CH2:36][C:37]#[N:38])[CH2:11][N:10]([CH:7]4[CH2:8][CH2:9][N:4]([C:47]([C:45]5[CH:44]=[CH:43][N:42]=[C:41]([C:40]([F:51])([F:39])[F:50])[N:46]=5)=[O:48])[CH2:5][CH2:6]4)[CH2:13]3)[CH:15]=2)=[N:24][CH:23]=1 |f:0.1.2.3|. Reported procedure: Reaction of {1-piperidin-4-yl-3-[3-(7-{[2-(trimethylsilyl)ethoxy]methyl}-7H-pyrrolo[2,3-d]pyrimidin-4-yl)-1H-pyrrol-1-yl]azetidin-3-yl}acetonitrile trihydrochloride with 2-trifluoromethylpyrimidin-4-carboxylic acid following the procedure described for Example 261, followed by purification with HPLC (method B) provided the title compound. LC-MS: 536.2 (M+H)+. 1H NMR (300 MHz, DMSO-d6): δ 11.93 (brs, 1H), 9.18 (d, 1H), 8.59 (s, 1H), 7.95 (d, 1H), 7.79 (s, 1H), 7.48 (d, 1H), 7.05 (d, 1H), 6.91 (d,... Run at temperature 80 celsius, time 4 day. Product: COC(COC1=C2C(=C(C(=NC2=C(C=C1)F)CC)CC1=C(C=C(C=C1)Cl)F)OC(F)F)=O ([3-(4-chloro-2-fluorobenzyl)-4-difluoromethoxy-2-ethyl-8-fluoroquinolin-5-yloxy]acetic Acid Methyl Ester). Run in O (water). Procedure details: A mixture of [3-(4-chloro-2-fluorobenzyl)-2-ethyl-8-fluoro-4-oxo-1,4-dihydroquinolin-5-yloxy]acetic acid methyl ester (0.20 g), N,N-dimethylformamide (3.0 mL), potassium carbonate (0.20 g) and acetic acid chlorodifluoromethyl ester (0.15 mL) was stirred at 80° C. for 4 days. The mixture was diluted with water and extracted with ethyl acetate. The combined extracts were washed with saturated aqueous sodium chloride solution, dried over magnesium sulfate and the solvent removed under reduced press... The reactants are COC(COC1=C2C(C(=C(NC2=C(C=C1)F)CC)CC1=C(C=C(C=C1)Cl)F)=O)=O ([3-(4-chloro-2-fluorobenzyl)-2-ethyl-8-fluoro-4-oxo-1,4-dihydroquinolin-5-yloxy]acetic acid methyl ester), CN(C=O)C (N,N-dimethylformamide), C([O-])([O-])=O.[K+].[K+] (potassium carbonate), ClC(F)(F)OC(C)=O (acetic acid chlorodifluoromethyl ester). Reaction SMILES: [CH3:1][O:2][C:3](=[O:29])[CH2:4][O:5][C:6]1[CH:15]=[CH:14][C:13]([F:16])=[C:12]2[C:7]=1[C:8](=[O:28])[C:9]([CH2:19][C:20]1[CH:25]=[CH:24][C:23]([Cl:26])=[CH:22][C:21]=1[F:27])=[C:10]([CH2:17][CH3:18])[NH:11]2.CN(C)C=O.C(=O)([O-])[O-].[K+].[K+].Cl[C:42](OC(=O)C)([F:44])[F:43]>O>[CH3:1][O:2][C:3](=[O:29])[CH2:4][O:5][C:6]1[CH:15]=[CH:14][C:13]([F:16])=[C:12]2[C:7]=1[C:8]([O:28][CH:42]([F:44])[F:43])=[C:9]([CH2:19][C:20]1[CH:25]=[CH:24][C:23]([Cl:26])=[CH:22][C:21]=1[F:27])[C:10]([CH2:17][CH3:18])=[N:11]2 |f:2.3.4|. Reactants: CCCCOCCOc1ccc(-c2ccc3c(c2)C=C(C(=O)Nc2ccc(SCCc4nncn4CCC)cc2)CCN3CCC)cc1, ClCCl, [Na+], [Na+], O=C(OO)c1cccc(Cl)c1, O=S([O-])([O-])=S. Product: CCCCOCCOc1ccc(-c2ccc3c(c2)C=C(C(=O)Nc2ccc(S(=O)CCc4nncn4CCC)cc2)CCN3CCC)cc1. As a reaction SMILES: [CH2:1]([CH2:2][CH2:3][CH3:4])[O:5][CH2:6][CH2:7][O:8][c:9]1[cH:10][cH:11][c:12](-[c:15]2[cH:16][cH:17][c:18]3[c:19]([cH:48]2)[CH:20]=[C:21]([C:28](=[O:29])[NH:30][c:31]2[cH:32][cH:33][c:34]([S:37][CH2:38][CH2:39][c:40]4[n:41][n:42][cH:43][n:44]4[CH2:45][CH2:46][CH3:47])[cH:35][cH:36]2)[CH2:22][CH2:23][N:24]3[CH2:25][CH2:26][CH3:27])[cH:13][cH:14]1.[Cl:67][CH2:68][Cl:69].[Na+:65].[Na+:66].[OH:49][O:50][C:51]([c:52]1[cH:53][c:54]([Cl:55])[cH:56][cH:57][cH:58]1)=[O:59].[S:60]([O-:61])([O-:62])(=[O:63])=[S:64]>>[CH2:1]([CH2:2][CH2:3][CH3:4])[O:5][CH2:6][CH2:7][O:8][c:9]1[cH:10][cH:11][c:12](-[c:15]2[cH:16][cH:17][c:18]3[c:19]([cH:48]2)[CH:20]=[C:21]([C:28](=[O:29])[NH:30][c:31]2[cH:32][cH:33][c:34]([S:37]([CH2:38][CH2:39][c:40]4[n:41][n:42][cH:43][n:44]4[CH2:45][CH2:46][CH3:47])=[O:49])[cH:35][cH:36]2)[CH2:22][CH2:23][N:24]3[CH2:25][CH2:26][CH3:27])[cH:13][cH:14]1. Starting materials: BrCCCCBr, CC(C)(C)NC(=O)C1CCC2C3CNC4=CC(=O)CCC4(C)C3CCC12C, CN(C)C=O, [H-], [Na+], O. Yields the product CC(C)(C)NC(=O)C1CCC2C3CN(CCCCBr)C4=CC(=O)CCC4(C)C3CCC12C. As a reaction SMILES: [Br:30][CH2:31][CH2:32][CH2:33][CH2:34][Br:35].[C:1]([CH3:2])([CH3:3])([CH3:4])[NH:5][C:6](=[O:7])[CH:8]1[C:9]2([CH3:10])[CH:11]([CH2:12][CH2:13]1)[CH:14]1[CH2:15][NH:16][C:17]3=[CH:18][C:19](=[O:27])[CH2:20][CH2:21][C:22]3([CH3:23])[CH:24]1[CH2:25][CH2:26]2.[CH3:37][N:38]([CH3:39])[CH:40]=[O:41].[H-:28].[Na+:29].[OH2:36]>>[C:1]([CH3:2])([CH3:3])([CH3:4])[NH:5][C:6](=[O:7])[CH:8]1[C:9]2([CH3:10])[CH:11]([CH2:12][CH2:13]1)[CH:14]1[CH2:15][N:16]([CH2:34][CH2:33][CH2:32][CH2:31][Br:30])[C:17]3=[CH:18][C:19](=[O:27])[CH2:20][CH2:21][C:22]3([CH3:23])[CH:24]1[CH2:25][CH2:26]2. Reactants: [Br-], C[S-], CCCCCC, CCCC[N+](CCCC)(CCCC)CCCC, ClC(Cl)Cl, COC=C(C(=O)OC)c1ccccc1Oc1cc(Cl)ncn1, [Na+], O. The product is COC=C(C(=O)OC)c1ccccc1Oc1cc(SC)ncn1. RXN SMILES: [Br-:37].[CH3:23][S-:24].[CH3:27][CH2:28][CH2:29][CH2:30][CH2:31][CH3:32].[CH3:38][CH2:39][CH2:40][CH2:41][N+:42]([CH2:43][CH2:44][CH2:45][CH3:46])([CH2:47][CH2:48][CH2:49][CH3:50])[CH2:51][CH2:52][CH2:53][CH3:54].[CH:33]([Cl:34])([Cl:35])[Cl:36].[Cl:1][c:2]1[cH:3][c:4]([O:8][c:9]2[c:10]([C:15]([C:16](=[O:17])[O:18][CH3:19])=[CH:20][O:21][CH3:22])[cH:11][cH:12][cH:13][cH:14]2)[n:5][cH:6][n:7]1.[Na+:25].[OH2:26]>>[c:2]1([S:24][CH3:23])[cH:3][c:4]([O:8][c:9]2[c:10]([C:15]([C:16](=[O:17])[O:18][CH3:19])=[CH:20][O:21][CH3:22])[cH:11][cH:12][cH:13][cH:14]2)[n:5][cH:6][n:7]1. Starting materials: Cl.N1CCC(CC1)C1=CC=C(C#N)C=C1 (4-(piperidin-4-yl)benzonitrile hydrochloride), Cl.N1CCC(CC1)C1=CC=C(C#N)C=C1 (4-(piperidin-4-yl)benzonitrile hydrochloride), CCN=C=NCCCN(C)C.Cl (EDC.HCl), C1(CCC1)C1=CC(=C(C(=O)O)C=C1C(=O)OC)C (4-cyclobutyl-5-(methoxycarbonyl)-2-methylbenzoic acid), C1(CCC1)C1=CC(=C(C(=O)O)C=C1C(=O)OC)C (4-cyclobutyl-5-(methoxycarbonyl)-2-methylbenzoic acid). The reagents and catalysts are CN(C1=CC=NC=C1)C (4-dimethylaminopyridine). The solvent is C(C)(=O)OCC (ethyl acetate), CN(C=O)C (N,N-dimethylformamide). Conditions: temperature 25 celsius, time 8 hour. Yields the product C(#N)C1=CC=C(C=C1)C1CCN(CC1)C(=O)C=1C(=CC(=C(C(=O)OC)C1)C1CCC1)C (methyl 5-(4-(4-cyanophenyl)piperidine-1-carbonyl)-2-cyclobutyl-4-methylbenzoate). Yield: 91.0%. RXN SMILES: [CH:1]1([C:5]2[C:13]([C:14]([O:16][CH3:17])=[O:15])=[CH:12][C:8]([C:9]([OH:11])=O)=[C:7]([CH3:18])[CH:6]=2)[CH2:4][CH2:3][CH2:2]1.Cl.[NH:20]1[CH2:25][CH2:24][CH:23]([C:26]2[CH:33]=[CH:32][C:29]([C:30]#[N:31])=[CH:28][CH:27]=2)[CH2:22][CH2:21]1.CCN=C=NCCCN(C)C.Cl>CN(C)C=O.CN(C)C1C=CN=CC=1.C(OCC)(=O)C>[C:30]([C:29]1[CH:28]=[CH:27][C:26]([CH:23]2[CH2:24][CH2:25][N:20]([C:9]([C:8]3[C:7]([CH3:18])=[CH:6][C:5]([CH:1]4[CH2:2][CH2:3][CH2:4]4)=[C:13]([CH:12]=3)[C:14]([O:16][CH3:17])=[O:15])=[O:11])[CH2:21][CH2:22]2)=[CH:33][CH:32]=1)#[N:31] |f:1.2,3.4|. Procedure: To a round-bottom flask was added a solution of 4-cyclobutyl-5-(methoxycarbonyl)-2-methylbenzoic acid (compound 230.2, 2.10 g, 8.46 mmol, 1.00 equiv) in N,N-dimethylformamide (10 mL). 4-(Piperidin-4-yl)benzonitrile hydrochloride (compound 1.5, 1.88 g, 8.44 mmol, 1.00 equiv), EDC.HCl (3.22 g, 16.8 mmol, 2.00 equiv), and 4-dimethylaminopyridine (3.10 g, 25.4 mmol, 3.00 equiv) were added to the reaction. The resulting solution was stirred overnight at 25° C., then diluted with 100 mL of ethyl aceta... Reactants: CC=1C=C(C(C(=O)OC)=CC1)O (methyl 4-methylsalicylate), COCCl (chloromethyl methyl ether), [H-].[Na+] (sodium hydride). Conditions: time 15 minute. As a reaction SMILES: [H-].[Na+].[CH3:3][C:4]1[CH:5]=[C:6]([OH:14])[C:7](=[CH:12][CH:13]=1)[C:8]([O:10][CH3:11])=[O:9].[CH3:15][O:16][CH2:17]Cl>CN(C)C=O.C(OCC)C>[CH3:15][O:16][CH2:17][O:14][C:6]1[CH:5]=[C:4]([CH3:3])[CH:13]=[CH:12][C:7]=1[C:8]([O:10][CH3:11])=[O:9] |f:0.1|. Solvent: C(C)OCC (diethyl ether), C(C)OCC (diethyl ether), CN(C=O)C (dimethylformamide). The product is COCOC1=C(C(=O)OC)C=CC(=C1)C (methyl 2-methoxymethoxy-4-methylbenzoate). Reported procedure: To a suspension of sodium hydride (1.62 g, 0.0675 mol) in 90 mL of dimethylformamide was added dropwise a solution of methyl 4-methylsalicylate (10.2 g, 0.0614 mol) in 20 mL of diethyl ether. After stirring for 15 minutes, a solution of chloromethyl methyl ether (5.6 mL, 0.0737 mol) in 10 mL of diethyl ether was added. The reaction mixture was stirred at room temperature for 18 hours and then it was partitioned between water and diethyl ether. The layers were separated and the aqueous layer was ... Isolated yield 112.3%. Reactants: CC(=O)O, CCCC[N+](CCCC)(CCCC)CCCC, C1CCOC1, Cc1cc(OC(C)C)c(Nc2ncc(C)c(Nc3ccccc3S(=O)(=O)C(C)C)n2)cc1C#C[Si](C)(C)C, [F-]. The product is C#Cc1cc(Nc2ncc(C)c(Nc3ccccc3S(=O)(=O)C(C)C)n2)c(OC(C)C)cc1C. Reaction SMILES: [C:57]([OH:58])(=[O:59])[CH3:60].[CH2:40]([N+:41]([CH2:42][CH2:43][CH2:44][CH3:45])([CH2:46][CH2:47][CH2:48][CH3:49])[CH2:50][CH2:51][CH2:52][CH3:53])[CH2:54][CH2:55][CH3:56].[CH2:61]1[O:62][CH2:63][CH2:64][CH2:65]1.[CH:1]([CH3:2])([CH3:3])[O:4][c:5]1[c:6]([NH:18][c:19]2[n:20][cH:21][c:22]([CH3:38])[c:23]([NH:25][c:26]3[c:27]([S:32](=[O:33])(=[O:34])[CH:35]([CH3:36])[CH3:37])[cH:28][cH:29][cH:30][cH:31]3)[n:24]2)[cH:7][c:8]([C:12]#[C:13][Si:14]([CH3:15])([CH3:16])[CH3:17])[c:9]([CH3:11])[cH:10]1.[F-:39]>>[CH:1]([CH3:2])([CH3:3])[O:4][c:5]1[c:6]([NH:18][c:19]2[n:20][cH:21][c:22]([CH3:38])[c:23]([NH:25][c:26]3[c:27]([S:32](=[O:33])(=[O:34])[CH:35]([CH3:36])[CH3:37])[cH:28][cH:29][cH:30][cH:31]3)[n:24]2)[cH:7][c:8]([C:12]#[CH:13])[c:9]([CH3:11])[cH:10]1.